From a dataset of the Open Reaction Database (ORD), a public repository of structured organic reaction records. describe an organic reaction: reactants, conditions, products, and yield The reactants are CCOC(=O)c1ccc(N2CC(C)N(C)C(C)C2)cc1, COc1cc(COc2cc(N)[nH]n2)cc(OC)c1, C[Al](C)C, Cc1ccccc1. Yields the product COc1cc(COc2cc(NC(=O)c3ccc(N4CC(C)N(C)C(C)C4)cc3)[nH]n2)cc(OC)c1. Reaction SMILES: [CH3:1][CH:2]1[CH2:3][N:4]([c:10]2[cH:11][cH:12][c:13]([C:14]([O:16][CH2:15][CH3:17])=[O:18])[cH:19][cH:20]2)[CH2:5][CH:6]([CH3:9])[N:7]1[CH3:8].[CH3:21][O:22][c:23]1[cH:24][c:25]([CH2:31][O:32][c:33]2[cH:34][c:35]([NH2:38])[nH:36][n:37]2)[cH:26][c:27]([O:29][CH3:30])[cH:28]1.[CH3:39][Al:40]([CH3:41])[CH3:42].[CH3:43][c:44]1[cH:45][cH:46][cH:47][cH:48][cH:49]1>>[CH3:1][CH:2]1[CH2:3][N:4]([c:10]2[cH:11][cH:12][c:13]([C:14](=[O:16])[NH:38][c:35]3[cH:34][c:33]([O:32][CH2:31][c:25]4[cH:24][c:23]([O:22][CH3:21])[cH:28][c:27]([O:29][CH3:30])[cH:26]4)[n:37][nH:36]3)[cH:19][cH:20]2)[CH2:5][CH:6]([CH3:9])[N:7]1[CH3:8]. Reactants: C(C)(C)(C)OC (methyl tert-butyl ether), CC(=O)C1=C(C=CC(=C1)Cl)Cl (2,5-dichloroacetophenone), C1(=CC=CC=C1)O (phenol), C([O-])([O-])=O.[K+].[K+] (potassium carbonate). The reagents and catalysts are [Cu] (copper). Conditions: temperature 130 celsius, time 10 hour. The product is ClC=1C=CC=C(OCC(=O)C2=CC=CC=C2)C1 (5-chloro-2-phenoxyacetophenone). Isolated yield 58.9%. RXN SMILES: CC([C:4]1[CH:9]=[C:8]([Cl:10])[CH:7]=[CH:6][C:5]=1Cl)=O.[C:12]1(O)[CH:17]=[CH:16][CH:15]=[CH:14][CH:13]=1.[C:19](=[O:22])([O-])[O-].[K+].[K+].[C:25]([O:29]C)(C)(C)C>[Cu]>[Cl:10][C:8]1[CH:7]=[CH:6][CH:5]=[C:4]([CH:9]=1)[O:29][CH2:25][C:19]([C:12]1[CH:17]=[CH:16][CH:15]=[CH:14][CH:13]=1)=[O:22] |f:2.3.4|. Procedure: A mixture of 307 g (1.62 mol) 2,5-dichloroacetophenone, 193 g (2.05 mol) of phenol, 302 g (2.19 mol) of potassium carbonate and 15 g (0.24 mol) of copper powder was stirred at 130° C. for 10 hours. The reaction mixture was cooled to room temperature, diluted with 500 mL of methyl tert-butyl ether and filtered. The filtered solid was washed with methyl tert-butyl ether and was discarded. The filtrate was washed twice with 500 mL of 1 M aqueous sodium hydroxide. The organic layer was extracted, dr... Starting materials: C(C)(C)(C)OC(=O)NCCCCCC(=O)O (6-(t-butoxycarbonylamino)hexanoic acid), NC1C(NC2=C(CC1)C=CC=C2)=O (3-amino-2,3,4,5-tetrahydro-1H-[1]benzazepin-2-one), C21H31N3O4. The product is C(C)(C)(C)OC(=O)NCCCCCC(=O)NC1C(NC2=C(CC1)C=CC=C2)=O (6-t-Butoxycarbonylamino-N-[2,3,4,5-tetrahydro-2-oxo-1H-1-benzazepin-3-yl]-hexanamide). Reaction SMILES: [C:1]([O:5][C:6]([NH:8][CH2:9][CH2:10][CH2:11][CH2:12][CH2:13][C:14]([OH:16])=O)=[O:7])([CH3:4])([CH3:3])[CH3:2].[NH2:17][CH:18]1[CH2:24][CH2:23][C:22]2[CH:25]=[CH:26][CH:27]=[CH:28][C:21]=2[NH:20][C:19]1=[O:29]>>[C:1]([O:5][C:6]([NH:8][CH2:9][CH2:10][CH2:11][CH2:12][CH2:13][C:14]([NH:17][CH:18]1[CH2:24][CH2:23][C:22]2[CH:25]=[CH:26][CH:27]=[CH:28][C:21]=2[NH:20][C:19]1=[O:29])=[O:16])=[O:7])([CH3:2])([CH3:3])[CH3:4]. Procedure: Prepared from 6-(t-butoxycarbonylamino)hexanoic acid and 3-amino-2,3,4,5-tetrahydro-1H-[1]benzazepin-2-one (Example 1, Step A) by the procedure described in Example 25, Step A. 1H NMR (200 MHz, CDCl3): 1.2-1.7 (m,14 H), 1.92 (m,2 H), 2.16 (t,5 Hz,1 H), 2.5-3.1 (m,6 H), 4.53 (m,2 H), 6.54 (d,7 Hz,1 H), 6.96 (m,1 H), 7.18 (m,3 H), 8.00 (s,1 H). FAB-MS: calculated for C21H31N3O4 389; found 390 (M+H,18%).